From a dataset of the Open Reaction Database (ORD), a public repository of structured organic reaction records. describe an organic reaction: reactants, conditions, products, and yield Reactants: [H-].C(C(C)C)[Al+]CC(C)C (diisobutylaluminum hydride), COC([C@@H](NC(=O)OC(C)(C)C)CC1=CC=CC=C1)=O (N-(t-butyloxycarbonyl)phenylalanine methyl ester), C(=C)[Mg]Br (vinylmagnesium bromide). Run in C1(=CC=CC=C1)C (toluene), C1(=CC=CC=C1)C (toluene). Conditions: temperature 0 celsius, time 5 minute. The product is C(C)(C)(C)OC(=O)NC(C(C=C)O)CC1=CC=CC=C1 (4-(t-Butyloxycarbonylamino)-3-hydroxy-5-phenyl-1-pentene). Isolated yield 53.6%. As a reaction SMILES: CO[C:3](=[O:20])[C@H:4]([CH2:13][C:14]1[CH:19]=[CH:18][CH:17]=[CH:16][CH:15]=1)[NH:5][C:6]([O:8][C:9]([CH3:12])([CH3:11])[CH3:10])=[O:7].[H-].[CH2:22]([Al+]CC(C)C)[CH:23](C)C.C([Mg]Br)=C>C1(C)C=CC=CC=1>[C:9]([O:8][C:6]([NH:5][CH:4]([CH2:13][C:14]1[CH:15]=[CH:16][CH:17]=[CH:18][CH:19]=1)[CH:3]([OH:20])[CH:22]=[CH2:23])=[O:7])([CH3:10])([CH3:11])[CH3:12] |f:1.2|. Procedure details: A solution of 10.25 g (36.7 mmol) of N-(t-butyloxycarbonyl)phenylalanine methyl ester in 60 ml of toluene was cooled to -78° C. under inert atmosphere and treated dropwise over a period of 45 min with 35 ml (52.5 mmol) of diisobutylaluminum hydride in toluene. The resulting solution was stirred for 5 min, treated with 200 ml (200 mmol) of vinylmagnesium bromide, and allowed to warm to 0° C. for 16 h. The solution was subsequently quenched cautiously with methanol, treated with aqueous Rochelle s... Starting materials: CN1COCN(Cc2cnc(SCc3ccccc3)s2)C1=N[N+](=O)[O-], ClCCl, Cl, O. The product is CN1COCN(Cc2cnc(Cl)s2)C1=N[N+](=O)[O-]. Reaction SMILES: [CH2:1]([S:2][c:9]1[s:10][c:11]([CH2:14][N:15]2[CH2:16][O:17][CH2:18][N:19]([CH3:25])[C:20]2=[N:21][N+:22](=[O:23])[O-:24])[cH:12][n:13]1)[c:3]1[cH:4][cH:5][cH:6][cH:7][cH:8]1.[Cl:26][CH2:27][Cl:28].[ClH:30].[OH2:29]>>[c:9]1([Cl:26])[s:10][c:11]([CH2:14][N:15]2[CH2:16][O:17][CH2:18][N:19]([CH3:25])[C:20]2=[N:21][N+:22](=[O:23])[O-:24])[cH:12][n:13]1. Starting materials: BrC=1C=NC=CC1 (3-bromopyridine), [N+](=O)([O-])C=1C=C(C=CC1)B(O)O (3-nitrophenylboronic acid), C([O-])([O-])=O.[K+].[K+] (potassium carbonate). Reagents/catalysts: C=1C=CC(=CC1)[P](C=2C=CC=CC2)(C=3C=CC=CC3)[Pd]([P](C=4C=CC=CC4)(C=5C=CC=CC5)C=6C=CC=CC6)([P](C=7C=CC=CC7)(C=8C=CC=CC8)C=9C=CC=CC9)[P](C=1C=CC=CC1)(C=1C=CC=CC1)C=1C=CC=CC1 (tetrakis(triphenylphosphine)palladium). Solvent: COCCOC (ethyleneglycol dimethylether). Yields the product N1=CC(=CC=C1)C=1C=C(C=CC1)[N+](=O)[O-] (3-(3-Pyridyl)nitrobenzene). Reaction SMILES: Br[C:2]1[CH:3]=[N:4][CH:5]=[CH:6][CH:7]=1.[N+:8]([C:11]1[CH:12]=[C:13](B(O)O)[CH:14]=[CH:15][CH:16]=1)([O-:10])=[O:9].C(=O)([O-])[O-].[K+].[K+]>COCCOC.C1C=CC([P]([Pd]([P](C2C=CC=CC=2)(C2C=CC=CC=2)C2C=CC=CC=2)([P](C2C=CC=CC=2)(C2C=CC=CC=2)C2C=CC=CC=2)[P](C2C=CC=CC=2)(C2C=CC=CC=2)C2C=CC=CC=2)(C2C=CC=CC=2)C2C=CC=CC=2)=CC=1>[N:4]1[CH:5]=[CH:6][CH:7]=[C:2]([C:15]2[CH:16]=[C:11]([N+:8]([O-:10])=[O:9])[CH:12]=[CH:13][CH:14]=2)[CH:3]=1 |f:2.3.4,^1:35,37,56,75|. Procedure: To 3-bromopyridine (8.53 g, 54 mmol) in ethyleneglycol dimethylether (180 ml) is added 3-nitrophenylboronic acid (10 g, 59.95 mmol), aqueous potassium carbonate (90 ml, 2M) and tetrakis(triphenylphosphine)palladium (0.5 g, 0.43 mmol). The mixture is refluxed gently in a nitrogen atmosphere overnight. The cooled reaction mixture is filtered and water (600 ml) is added to the filtrate. The precipitate is filtered off and washed with water. This crude product is dissolved in hot water (400 ml) with... Reactants: COC(=O)CBr, O=C(Cc1ccccc1)c1cccc(OCc2ccccc2)c1, CC(C)(C)[O-], [K+], C1CCOC1. Product: COC(=O)CC(C(=O)c1cccc(OCc2ccccc2)c1)c1ccccc1. Reaction SMILES: [Br:30][CH2:31][C:32](=[O:33])[O:34][CH3:35].[CH2:1]([c:2]1[cH:3][cH:4][cH:5][cH:6][cH:7]1)[O:8][c:9]1[cH:10][c:11]([C:15](=[O:16])[CH2:17][c:18]2[cH:19][cH:20][cH:21][cH:22][cH:23]2)[cH:12][cH:13][cH:14]1.[CH3:24][C:25]([CH3:26])([O-:27])[CH3:28].[K+:29].[O:36]1[CH2:37][CH2:38][CH2:39][CH2:40]1>>[CH2:1]([c:2]1[cH:3][cH:4][cH:5][cH:6][cH:7]1)[O:8][c:9]1[cH:10][c:11]([C:15](=[O:16])[CH:17]([c:18]2[cH:19][cH:20][cH:21][cH:22][cH:23]2)[CH2:31][C:32](=[O:33])[O:34][CH3:35])[cH:12][cH:13][cH:14]1. Starting materials: acid chloride, FC(OC1=CC=C(C=C1)C12N(C(C=3N(C1)C=CC3)=O)CCN2)F (10a-[4-(difluoromethoxy)phenyl]-2,3,10,10a-tetrahydro-1H,5H-imidazo[1,2-a]pyrrolo[1,2-d]pyrazin-5-one), resultant mixture, acid chloride, CC1=NOC=C1C(=O)O (3-methyl-1,2-oxazole-4-carboxylic acid), C(C(=O)Cl)(=O)Cl (Oxalyl chloride), CN(C)C=O (DMF). The solvent is N1=CC=CC=C1 (pyridine), N1=CC=CC=C1 (pyridine), C(Cl)Cl (CH2Cl2). Reaction conditions: time 1 hour. Product: acid chloride, FC(OC1=CC=C(C=C1)C12N(C(C=3N(C1)C=CC3)=O)CCN2C(=O)C=2C(=NOC2)C)F (10a-[4-(difluoromethoxy)phenyl]-1-[(3-methyl-1,2-oxazol-4-yl)carbonyl]-2,3,10,10a-tetrahydro-1H,5H-imidazo[1,2-a]pyrrolo[1,2-d]pyrazin-5-one). Yield: 51.6%. Reaction SMILES: [CH3:1][C:2]1[C:6]([C:7]([OH:9])=O)=[CH:5][O:4][N:3]=1.C(Cl)(=O)C(Cl)=O.CN(C=O)C.[F:21][CH:22]([F:43])[O:23][C:24]1[CH:29]=[CH:28][C:27]([C:30]23[NH:42][CH2:41][CH2:40][N:31]2[C:32](=[O:39])[C:33]2[N:34]([CH:36]=[CH:37][CH:38]=2)[CH2:35]3)=[CH:26][CH:25]=1>C(Cl)Cl.N1C=CC=CC=1>[F:43][CH:22]([F:21])[O:23][C:24]1[CH:29]=[CH:28][C:27]([C:30]23[N:42]([C:7]([C:6]4[C:2]([CH3:1])=[N:3][O:4][CH:5]=4)=[O:9])[CH2:41][CH2:40][N:31]2[C:32](=[O:39])[C:33]2[N:34]([CH:36]=[CH:37][CH:38]=2)[CH2:35]3)=[CH:26][CH:25]=1. Procedure details: To generate the acid chloride, 3-methyl-1,2-oxazole-4-carboxylic acid (95.53 mg, 0.75 mmol) was dissolved in CH2Cl2 (10 mL). Oxalyl chloride (0.22 mL, 2.63 mmol) and a drop of DMF were added at 0° C. The ice bath was removed and the mixture stirred for 1 h before the solvent and the unreacting oxalyl chloride was removed with a stream of nitrogen. The residue was further dried in vacuo. 10a-[4-(difluoromethoxy)phenyl]-2,3,10,10a-tetrahydro-1H,5H-imidazo[1,2-a]pyrrolo[1,2-d]pyrazin-5-one (60 mg, ... Reported procedure: A solution of mitomycin A (100 mg) in 2 l of 2-phenoxyethanol was stirred at room temperature under nitrogen for 45 minutes with 500 mg of a 1.6% solution of KOH in 2-phenoxyethanol. The reaction product was diluted with ether then decomposed with dry ice. Components of etherial solution were separated on a silica gel column using triethylamine, which elutes the 2-phenoxyethanol, and then a mixture of chloroform and methanol 9:1, which elutes the product. The product was further purified by prep... Reactants: C(=O)=O (dry ice), CC1=C(C(=O)C2=C(C1=O)N3C[C@H]4[C@@H]([C@@]3([C@@H]2COC(=O)N)OC)N4)OC (mitomycin A), solution, [OH-].[K+] (KOH), O(C1=CC=CC=C1)CCO (2-phenoxyethanol), O(C1=CC=CC=C1)CCO (2-phenoxyethanol). Solvent: CCOCC (ether). Reaction SMILES: [CH3:1][C:2]1[C:8](=[O:9])[C:7]2[N:10]3[C@@:14]([O:21][CH3:22])([C@H:15]([CH2:16][O:17][C:18]([NH2:20])=[O:19])[C:6]=2[C:4](=[O:5])[C:3]=1[O:24][CH3:25])[C@H:13]1[NH:23][C@H:12]1[CH2:11]3.[OH-].[K+].C(=O)=O.[O:31]([CH2:38]CO)[C:32]1[CH:37]=[CH:36][CH:35]=[CH:34][CH:33]=1>CCOCC>[C:18](=[O:17])([OH:19])[NH2:20].[OH:17][CH2:16][CH:15]1[C:6]2[C:4](=[O:5])[C:3]([O:24][CH2:25][CH2:38][O:31][C:32]3[CH:37]=[CH:36][CH:35]=[CH:34][CH:33]=3)=[C:2]([CH3:1])[C:8](=[O:9])[C:7]=2[N:10]2[CH2:11][CH:12]3[NH:23][CH:13]3[C:14]12[O:21][CH3:22] |f:1.2,6.7|. Yields the product C(N)(O)=O.OCC1C2(N(C=3C(C(=C(C(C13)=O)OCCOC1=CC=CC=C1)C)=O)CC1C2N1)OC (1,1a,2,8,8a,8b-Hexahydro-8-(hydroxymethyl)-8a-methoxy-5-methyl -6-(2-phenoxyethoxy)-azirino[2',3':3,4]pyrrolo [1,2-a]indole-4,7-dione carbamate). The yield is 71.0%.